From a dataset of the Open Reaction Database (ORD), a public repository of structured organic reaction records. describe an organic reaction: reactants, conditions, products, and yield The product is COc1ccc(Cl)c(Nc2cc(C(F)(F)F)nc(-c3ccc(C(F)(F)F)nc3)n2)c1. Starting materials: CCO, FC(F)(F)c1ccc(-c2nc(Cl)cc(C(F)(F)F)n2)cn1, COc1ccc(Cl)c(N)c1, Cl, [Na+], [OH-], O. Reaction SMILES: [CH2:35]([OH:36])[CH3:37].[Cl:1][c:2]1[n:3][c:4](-[c:12]2[cH:13][n:14][c:15]([C:18]([F:19])([F:20])[F:21])[cH:16][cH:17]2)[n:5][c:6]([C:8]([F:9])([F:10])[F:11])[cH:7]1.[Cl:22][c:23]1[c:24]([NH2:25])[cH:26][c:27]([O:30][CH3:31])[cH:28][cH:29]1.[ClH:32].[Na+:34].[OH-:33].[OH2:38]>>[c:2]1([NH:25][c:24]2[c:23]([Cl:22])[cH:29][cH:28][c:27]([O:30][CH3:31])[cH:26]2)[n:3][c:4](-[c:12]2[cH:13][n:14][c:15]([C:18]([F:19])([F:20])[F:21])[cH:16][cH:17]2)[n:5][c:6]([C:8]([F:9])([F:10])[F:11])[cH:7]1. Starting materials: IC1=C2CCN3C(C2=CC=C1)=CC(=NCC3=O)N3C=NC(=C3)C(C)C (9-iodo-2-(4-isopropyl-1H-imidazol-1-yl)-7,8-dihydro-[1,4]diazepino[7,1-a]isoquinolin-5(4H)-one), C(C)[Zn]CC (diethylzinc). The reagents and catalysts are C1=CC=C(C=C1)P([C-]2C=CC=C2)C3=CC=CC=C3.C1=CC=C(C=C1)P([C-]2C=CC=C2)C3=CC=CC=C3.Cl[Pd]Cl.[Fe+2].C(Cl)Cl (PdCl2(dppf) CH2Cl2). The solvent is O1CCOCC1 (dioxane), CCOC(=O)C (AcOEt), Cl (HCl). Reaction conditions: temperature 80 celsius, time 1 minute. The product is C(C)C1=C2CCN3C(C2=CC=C1)=CC(=NCC3=O)N3C=NC(=C3)C(C)C (9-ethyl-2-(4-isopropyl-1H-imidazol-1-yl)-7,8-dihydro-[1,4]diazepino[7,1-a]isoquinolin-5(4H)-one). Yield: 31.9%. As a reaction SMILES: I[C:2]1[CH:11]=[CH:10][CH:9]=[C:8]2[C:3]=1[CH2:4][CH2:5][N:6]1[C:16](=[O:17])[CH2:15][N:14]=[C:13]([N:18]3[CH:22]=[C:21]([CH:23]([CH3:25])[CH3:24])[N:20]=[CH:19]3)[CH:12]=[C:7]12.[CH2:26]([Zn]CC)[CH3:27]>O1CCOCC1.CCOC(C)=O.Cl.C1C=CC(P(C2C=CC=CC=2)[C-]2C=CC=C2)=CC=1.C1C=CC(P(C2C=CC=CC=2)[C-]2C=CC=C2)=CC=1.Cl[Pd]Cl.[Fe+2].C(Cl)Cl>[CH2:26]([C:2]1[CH:11]=[CH:10][CH:9]=[C:8]2[C:3]=1[CH2:4][CH2:5][N:6]1[C:16](=[O:17])[CH2:15][N:14]=[C:13]([N:18]3[CH:22]=[C:21]([CH:23]([CH3:25])[CH3:24])[N:20]=[CH:19]3)[CH:12]=[C:7]12)[CH3:27] |f:5.6.7.8.9|. Reported procedure: To a degassed solution of 9-iodo-2-(4-isopropyl-1H-imidazol-1-yl)-7,8-dihydro-[1,4]diazepino[7,1-a]isoquinolin-5(4H)-one (20 mg, 0.045 mmol) and PdCl2(dppf)-CH2Cl2 adduct (2 mg, 2.24 μmol) in dioxane (1 mL) was added diethylzinc (135 μL, 0.135 mmol, 1M in hexane) and the mixture was heated in the microwave at 80° C. for 44 h. The reaction mixture was allowed to warm to rt and then diluted with AcOEt and 2M aqueous HCl. The organic phase was separated, dried over sodium sulfate and concentrated u...